From a dataset of the Open Reaction Database (ORD), a public repository of structured organic reaction records. describe an organic reaction: reactants, conditions, products, and yield The reactants are ClCCl, O=C(NCC(=O)N1CCNCC1)c1ccc(-c2ccccc2)cc1, O, O=S(=O)(Cl)c1ccccc1. Yields the product O=C(NCC(=O)N1CCN(S(=O)(=O)c2ccccc2)CC1)c1ccc(-c2ccccc2)cc1. Reaction SMILES: [Cl:36][CH2:37][Cl:38].[O:11]=[C:12]([CH2:13][NH:14][C:15](=[O:16])[c:17]1[cH:18][cH:19][c:20](-[c:23]2[cH:24][cH:25][cH:26][cH:27][cH:28]2)[cH:21][cH:22]1)[N:29]1[CH2:30][CH2:31][NH:32][CH2:33][CH2:34]1.[OH2:35].[c:1]1([S:7](=[O:8])(=[O:9])[Cl:10])[cH:2][cH:3][cH:4][cH:5][cH:6]1>>[c:1]1([S:7](=[O:8])(=[O:9])[N:32]2[CH2:31][CH2:30][N:29]([C:12](=[O:11])[CH2:13][NH:14][C:15](=[O:16])[c:17]3[cH:18][cH:19][c:20](-[c:23]4[cH:24][cH:25][cH:26][cH:27][cH:28]4)[cH:21][cH:22]3)[CH2:34][CH2:33]2)[cH:2][cH:3][cH:4][cH:5][cH:6]1. Starting materials: C(C#CC)OC1=CC=C(C=C1)C[C@@H](C(=O)OC)NC(=O)[C@H]([C@](C(=O)OC(C)(C)C)(CCO)O)\C=C\CCCCCCC(CCCCCCC)=O (tert-butyl (E)-(2S,3S)-3-[(S)-2-(4-but-2-ynyloxy-phenyl)-1-methoxycarbonyl-ethylcarbamoyl]-2-hydroxy-2-(2-hydroxy-ethyl)-12-oxo-nonadec-4-enoate), C(C)(C)(C)C1=NC(=CC(=C1)C)C(C)(C)C (2,6-di-tert-butyl-4-methyl pyridine), F[B-](F)(F)F.C[O+](C)C (trimethyloxonium tetrafluoroborate). Solvent: ClCCl (dichloromethane). Conditions: time 21 hour. Yields the product C(C#CC)OC1=CC=C(C=C1)C[C@@H](C(=O)OC)NC(=O)[C@H]([C@](C(=O)OC)(CCO)O)\C=C\CCCCCCC(CCCCCCC)=O (Methyl (E)-(2S,3S)-3-[(S)-2-(4-but-2-ynyloxy-phenyl)-1-methoxycarbonyl-ethylcarbamoyl]-2-hydroxy-2-(2-hydroxy-ethyl)-12-oxo-nonadec-4-enoate). Yield: 29.8%. Reaction SMILES: [CH2:1]([O:5][C:6]1[CH:11]=[CH:10][C:9]([CH2:12][C@H:13]([NH:18][C:19]([C@@H:21](/[CH:34]=[CH:35]/[CH2:36][CH2:37][CH2:38][CH2:39][CH2:40][CH2:41][C:42](=[O:50])[CH2:43][CH2:44][CH2:45][CH2:46][CH2:47][CH2:48][CH3:49])[C@@:22]([OH:33])([CH2:30][CH2:31][OH:32])[C:23]([O:25][C:26](C)(C)C)=[O:24])=[O:20])[C:14]([O:16][CH3:17])=[O:15])=[CH:8][CH:7]=1)[C:2]#[C:3][CH3:4].C(C1C=C(C)C=C(C(C)(C)C)N=1)(C)(C)C.F[B-](F)(F)F.C[O+](C)C>ClCCl>[CH2:1]([O:5][C:6]1[CH:7]=[CH:8][C:9]([CH2:12][C@H:13]([NH:18][C:19]([C@@H:21](/[CH:34]=[CH:35]/[CH2:36][CH2:37][CH2:38][CH2:39][CH2:40][CH2:41][C:42](=[O:50])[CH2:43][CH2:44][CH2:45][CH2:46][CH2:47][CH2:48][CH3:49])[C@@:22]([OH:33])([CH2:30][CH2:31][OH:32])[C:23]([O:25][CH3:26])=[O:24])=[O:20])[C:14]([O:16][CH3:17])=[O:15])=[CH:10][CH:11]=1)[C:2]#[C:3][CH3:4] |f:2.3|. Procedure details: To a mixture of No. 5217614, tert-butyl (E)-(2S,3S)-3-[(S)-2-(4-but-2-ynyloxy-phenyl)-1-methoxycarbonyl-ethylcarbamoyl]-2-hydroxy-2-(2-hydroxy-ethyl)-12-oxo-nonadec-4-enoate (25 mg, 0.0357 mmol), 2,6-di-tert-butyl-4-methyl pyridine (15.4 mg, 0.075 mmol), and dichloromethane (2 mL) was added trimethyloxonium tetrafluoroborate (11 mg, 0.075 mmol) and the mixture was stirred at room temperature for 21 hours. After confirming the consumption of the starting materials by LCMS, methanol and water were...